From a dataset of the Open Reaction Database (ORD), a public repository of structured organic reaction records. describe an organic reaction: reactants, conditions, products, and yield Reactants: [I-].ClC1=[N+](C=CC=C1)C (2-Chloro-1-methylpyridinium iodide), C(C)OC(NC(=S)N1CCOCC1)=O ((Morpholine-4-carbothioyl)carbamic acid ethyl ester), Cl.O1C(=NC2=C1C=CC=C2)C(C(CC)NC(C(CC(C)C)N)=O)O (2-amino-4-methylpentanoic acid [1-(benzoxazol-2-ylhydroxymethyl)propyl]amide hydrochloride), C(C)(C)N(CC)C(C)C (diisopropylethylamine). Run in ClCCl (dichloromethane). The product is C(C)OC(N=C(N1CCOCC1)N[C@@H](CC(C)C)C(N[C@@H](CC)C(=O)C=1OC2=C(N1)C=CC=C2)=O)=O (({1 (S)-[1 (S)-(benzoxazol-2-ylcarbonyl)propylcarbamoyl]-3-methylbutylamino}-morpholin-4-ylmethylene)carbamic acid ethyl ester), glass. The yield is 8.0%. Reaction SMILES: [CH2:1]([O:3][C:4](=[O:14])[NH:5][C:6]([N:8]1[CH2:13][CH2:12][O:11][CH2:10][CH2:9]1)=S)[CH3:2].Cl.[O:16]1[C:20]2[CH:21]=[CH:22][CH:23]=[CH:24][C:19]=2[N:18]=[C:17]1[CH:25]([OH:38])[CH:26]([NH:29][C:30](=[O:37])[CH:31]([NH2:36])[CH2:32][CH:33]([CH3:35])[CH3:34])[CH2:27][CH3:28].C(N(C(C)C)CC)(C)C.[I-].ClC1C=CC=C[N+]=1C>ClCCl>[CH2:1]([O:3][C:4](=[O:14])[N:5]=[C:6]([NH:36][C@H:31]([C:30](=[O:37])[NH:29][C@H:26]([C:25]([C:17]1[O:16][C:20]2[CH:21]=[CH:22][CH:23]=[CH:24][C:19]=2[N:18]=1)=[O:38])[CH2:27][CH3:28])[CH2:32][CH:33]([CH3:34])[CH3:35])[N:8]1[CH2:13][CH2:12][O:11][CH2:10][CH2:9]1)[CH3:2] |f:1.2,4.5|. Procedure: (Morpholine-4-carbothioyl)carbamic acid ethyl ester (55 mg, 0.25 mmol), 2-amino-4-methylpentanoic acid [1-(benzoxazol-2-ylhydroxymethyl)propyl]amide hydrochloride (90 mg, 0.25 mmol), and diisopropylethylamine (0.13 mL, 0.76 mmol) were dissolved in dichloromethane (5 mL). 2-Chloro-1-methylpyridinium iodide (84 mg, 0.33 mmol) was added and the reaction mixture was stirred at ambient temperature over night. After dilution with ethyl acetate (100 mL), the solution was washed with sat. aq. NaHCO3, an...